Task: describe an organic reaction: reactants, conditions, products, and yield. Dataset: the Open Reaction Database (ORD), a public repository of structured organic reaction records The reactants are COC1=CC=C(C=CC2=CC=C3C(OC(=O)C3=C2)O)C=C1 (6-p-methoxystyryl-3-hydroxyphthalide), CCO (EtOH), NN (hydrazine). Product: COC1=CC=C(C=C1)C=CN1C(C2=CC=CC=C2C=N1)=O (2-(4-Methoxyphenyl)ethenyl-1-(2H)-phthalazinone). As a reaction SMILES: [CH3:1][O:2][C:3]1[CH:21]=[CH:20][C:6]([CH:7]=[CH:8]C2C=C3C(C(O)OC3=O)=CC=2)=[CH:5][CH:4]=1.[NH2:22][NH2:23].[CH3:24][CH2:25][OH:26]>>[CH3:1][O:2][C:3]1[CH:4]=[CH:5][C:6]([CH:7]=[CH:8][N:22]2[N:23]=[CH:6][C:5]3[C:24](=[CH:20][CH:21]=[CH:3][CH:4]=3)[C:25]2=[O:26])=[CH:20][CH:21]=1. Procedure details: To 260 mg (0.92 mmol) 6-p-methoxystyryl-3-hydroxyphthalide dissolved in 25 ml of 95% EtOH was added 0.2 ml (4.1 mmol) of hydrazine and the yellow solution was heated at reflux for 11/4 hours. The solution was allowed to cool to RT, finally in ice, and the solid which had formed was collected, washed well with cold 95% EtOH and air dried; yield of pale yellow crystals 0.13 g (50.8%): m.p. 267°-269°. Reactants: C(C)N(C(C)C)C(C)C (N-Ethyl-N-isopropylpropan-2-amine), O=C(C[C@@H](C(=O)O)NC(CCC=C)=O)SCCC1=CC=CC=C1 ((S)-4-oxo-2-(pent-4-enamido)-4-(phenethylthio)butanoic acid), [Cl-].[NH4+] (ammonium chloride). Reaction conditions: time 30 minute. Reaction SMILES: [CH2:1]([N:3](C(C)C)C(C)C)[CH3:2].[O:10]=[C:11]([S:24][CH2:25][CH2:26][C:27]1[CH:32]=[CH:31][CH:30]=[CH:29][CH:28]=1)[CH2:12][C@H:13]([NH:17][C:18](=[O:23])[CH2:19][CH2:20][CH:21]=[CH2:22])[C:14]([OH:16])=[O:15].[Cl-].[NH4+]>BrCC#N>[O:10]=[C:11]([S:24][CH2:25][CH2:26][C:27]1[CH:28]=[CH:29][CH:30]=[CH:31][CH:32]=1)[CH2:12][C@H:13]([NH:17][C:18](=[O:23])[CH2:19][CH2:20][CH:21]=[CH2:22])[C:14]([O:16][CH2:2][C:1]#[N:3])=[O:15] |f:2.3|. Yields the product O=C(C[C@@H](C(=O)OCC#N)NC(CCC=C)=O)SCCC1=CC=CC=C1 ((S)-cyanomethyl 4-oxo-2-(pent-4-enamido)-4-(phenethylthio)butanoate). Solvent: BrCC#N (2-bromoacetonitrile). Procedure: N-Ethyl-N-isopropylpropan-2-amine (0.187 ml, 1.07 mmol) was added to a solution of ((S)-4-oxo-2-(pent-4-enamido)-4-(phenethylthio)butanoic acid (Compound 1f-IE) (300 mg, 0.894 mmol) in 2-bromoacetonitrile (1.87 ml), and the mixture was stirred at room temperature for 30 minutes. A saturated aqueous ammonium chloride solution (5 ml) was added to the reaction mixture, after which the mixture was extracted with ethyl acetate and the organic layer was washed with water. The organic extract was then ... The yield is 88.1%. Reactants: C1(CC1)N (Cyclopropylamine), C(=O)(OCC)N1CC(C(CC1)=O)C (1-carbethoxy-3-methyl-4-piperidone), C(#N)[BH3-].[Na+] (sodium cyanoborohydride). Solvent: CO (methanol). Reaction conditions: temperature 0 celsius, time 12 hour. Product: C(=O)(OCC)N1CC(C(CC1)(NC1CC1)C(=O)OCC)C (1-carbethoxy-4-carbethoxy-4-cyclopropylamino-3-methylpiperidine). RXN SMILES: [CH:1]1([NH2:4])[CH2:3][CH2:2]1.[C:5]([N:10]1[CH2:15][CH2:14][C:13](=O)[CH:12]([CH3:17])[CH2:11]1)([O:7][CH2:8][CH3:9])=[O:6].C([BH3-])#N.[Na+]>CO>[C:5]([N:10]1[CH2:15][CH2:14][C:13]([C:5]([O:7][CH2:8][CH3:9])=[O:6])([NH:4][CH:1]2[CH2:3][CH2:2]2)[CH:12]([CH3:17])[CH2:11]1)([O:7][CH2:8][CH3:9])=[O:6] |f:2.3|. Procedure: Cyclopropylamine (10 g, 169.5 mmol) was added to the stirred solution of 1-carbethoxy-3-methyl-4-piperidone (7.0 g, 37.83 mmol) obtained as described in Preparation 1, in methanol (50 ml) and stirring was continued for 12 hr at ambient temperature. The resulting mixture was cooled at 0° C. and sodium cyanoborohydride (3.0 g, 46.0 mmol) was added to it. Cooling was removed after 10 min. and stirring was continued for 12 hr at ambient temperature. The reaction mixture was concentrated to dryness, ... Reactants: CC(C)(C)OC(=O)N1CCC(C(=O)Nc2ccccc2Oc2ccc(Cl)cc2)CC1, Cl, C1COCCO1. Product: O=C(Nc1ccccc1Oc1ccc(Cl)cc1)C1CCNCC1. As a reaction SMILES: [C:1]([O:2][C:3](=[O:4])[N:8]1[CH2:9][CH2:10][CH:11]([C:14]([NH:15][c:16]2[c:17]([O:22][c:23]3[cH:24][cH:25][c:26]([Cl:29])[cH:27][cH:28]3)[cH:18][cH:19][cH:20][cH:21]2)=[O:30])[CH2:12][CH2:13]1)([CH3:5])([CH3:6])[CH3:7].[ClH:31].[O:32]1[CH2:33][CH2:34][O:35][CH2:36][CH2:37]1>>[NH:8]1[CH2:9][CH2:10][CH:11]([C:14]([NH:15][c:16]2[c:17]([O:22][c:23]3[cH:24][cH:25][c:26]([Cl:29])[cH:27][cH:28]3)[cH:18][cH:19][cH:20][cH:21]2)=[O:30])[CH2:12][CH2:13]1. The reactants are COC(=O)Cc1coc(-c2ccc(OCCCCl)cc2)n1, [Li+], C1CCOC1, [OH-], O, O. Yields the product O=C(O)Cc1coc(-c2ccc(OCCCCl)cc2)n1. RXN SMILES: [Cl:4][CH2:5][CH2:6][CH2:7][O:8][c:9]1[cH:10][cH:11][c:12](-[c:15]2[o:16][cH:17][c:18]([CH2:20][C:21](=[O:22])[O:23][CH3:24])[n:19]2)[cH:13][cH:14]1.[Li+:3].[O:26]1[CH2:27][CH2:28][CH2:29][CH2:30]1.[OH-:2].[OH2:1].[OH2:25]>>[Cl:4][CH2:5][CH2:6][CH2:7][O:8][c:9]1[cH:10][cH:11][c:12](-[c:15]2[o:16][cH:17][c:18]([CH2:20][C:21](=[O:22])[OH:23])[n:19]2)[cH:13][cH:14]1. As a reaction SMILES: [Br:1][C:2]1[CH:7]=[CH:6][CH:5]=[CH:4][C:3]=1[CH2:8][C:9]([CH3:16])([CH3:15])[C:10]([O:12]CC)=[O:11].[OH-].[Na+].Cl>O1CCOCC1.C(OCC)(=O)C>[Br:1][C:2]1[CH:7]=[CH:6][CH:5]=[CH:4][C:3]=1[CH2:8][C:9]([CH3:16])([CH3:15])[C:10]([OH:12])=[O:11] |f:1.2|. Procedure details: A solution of the crude ester (482 mg) in dioxane (2 mL) was combined with aqueous sodium hydroxide (20%, 4 mL) and stirred at room temperature for 2 hrs. The reaction mixture was diluted with ethyl acetate and the aqueous fraction was acidified to pH 2 with conc. hydrochloric acid. After extraction with ethyl acetate, the combined organic fractions were dried over sodium sulfate and concentrated under vacuum to give 121 mg (47% yield for two steps) of 3-(2-bromophenyl)-2,2-dimethylpropanoic aci... The solvent is O1CCOCC1 (dioxane), C(C)(=O)OCC (ethyl acetate). Isolated yield 27.8%. Product: BrC1=C(C=CC=C1)CC(C(=O)O)(C)C (3-(2-bromophenyl)-2,2-dimethylpropanoic acid). The reactants are BrC1=C(C=CC=C1)CC(C(=O)OCC)(C)C (ethyl 3-(2-bromophenyl)-2,2-dimethylpropanoate), [OH-].[Na+] (sodium hydroxide), Cl (hydrochloric acid). Run at time 2 hour.